From a dataset of the Open Reaction Database (ORD), a public repository of structured organic reaction records. describe an organic reaction: reactants, conditions, products, and yield Reactants: ClCCOC1=CC=C(C=C1)C1OC2=CC(=CC=C2C(=C1C=1C(=NC(=NC1)OC)OC)C)OCOCC[Si](C)(C)C (5-[2-[4-(2-Chloro-ethoxy)-phenyl]-4-methyl-7-(2-trimethylsilanyl-ethoxymethoxy)-2H-chromen-3-yl]-2,4-dimethoxy-pyrimidine), N1CCOCC1 (morpholine). Product: COC1=NC=C(C(=N1)OC)C=1C(OC2=CC(=CC=C2C1C)O)C1=CC=C(C=C1)OCCN1CCOCC1 (3-(2,4-Dimethoxy-pyrimidin-5-yl)-4-methyl-2-[4-(2-morpholin-4-yl-ethoxy)-phenyl]-2H-chromen-7-ol). RXN SMILES: Cl[CH2:2][CH2:3][O:4][C:5]1[CH:10]=[CH:9][C:8]([CH:11]2[C:20]([C:21]3[C:22]([O:29][CH3:30])=[N:23][C:24]([O:27][CH3:28])=[N:25][CH:26]=3)=[C:19]([CH3:31])[C:18]3[C:13](=[CH:14][C:15]([O:32]COCC[Si](C)(C)C)=[CH:16][CH:17]=3)[O:12]2)=[CH:7][CH:6]=1.[NH:41]1[CH2:46][CH2:45][O:44][CH2:43][CH2:42]1>>[CH3:28][O:27][C:24]1[N:23]=[C:22]([O:29][CH3:30])[C:21]([C:20]2[CH:11]([C:8]3[CH:7]=[CH:6][C:5]([O:4][CH2:3][CH2:2][N:41]4[CH2:46][CH2:45][O:44][CH2:43][CH2:42]4)=[CH:10][CH:9]=3)[O:12][C:13]3[C:18]([C:19]=2[CH3:31])=[CH:17][CH:16]=[C:15]([OH:32])[CH:14]=3)=[CH:26][N:25]=1. Procedure details: The title product was prepared as a white solid according to the procedure described in Example 34 using 5-[2-[4-(2-Chloro-ethoxy)-phenyl]-4-methyl-7-(2-trimethylsilanyl-ethoxymethoxy)-2H-chromen-3-yl]-2,4-dimethoxy-pyrimidine and morpholine as the starting material. Starting materials: O=C(O)c1cc(F)cc2c1OCOC2, Cc1nc(C(=O)N2C(CN)CC3CC32)c(-c2cccc(F)c2)s1. Yields the product Cc1nc(C(=O)N2C(CNC(=O)c3cc(F)cc4c3OCOC4)CC3CC32)c(-c2cccc(F)c2)s1. As a reaction SMILES: [F:24][c:25]1[cH:26][c:27]([C:35](=[O:36])[OH:37])[c:28]2[c:29]([cH:34]1)[CH2:30][O:31][CH2:32][O:33]2.[NH2:1][CH2:2][CH:3]1[N:4]([C:9](=[O:10])[c:11]2[n:12][c:13]([CH3:23])[s:14][c:15]2-[c:16]2[cH:17][c:18]([F:22])[cH:19][cH:20][cH:21]2)[CH:5]2[CH2:6][CH:7]2[CH2:8]1>>[NH:1]([CH2:2][CH:3]1[N:4]([C:9](=[O:10])[c:11]2[n:12][c:13]([CH3:23])[s:14][c:15]2-[c:16]2[cH:17][c:18]([F:22])[cH:19][cH:20][cH:21]2)[CH:5]2[CH2:6][CH:7]2[CH2:8]1)[C:35]([c:27]1[cH:26][c:25]([F:24])[cH:34][c:29]2[c:28]1[O:33][CH2:32][O:31][CH2:30]2)=[O:36]. Yield: 79.0%. Reaction SMILES: [S:1]=[C:2](C(S)C(OCC)=O)[CH3:3].[NH:11]([C:13]([O:15][CH2:16][CH3:17])=[O:14])[NH2:12].[Si]([O-])([O-])([O-])[O-].[Mg+2].[Mg+2].C(OC(C)C)(C)C>ClCCl>[S:1]=[C:2]([NH:12][NH:11][C:13]([O:15][CH2:16][CH3:17])=[O:14])[CH3:3] |f:2.3.4|. The product is S=C(C)NNC(=O)OCC (2-(1-Thioxoethyl)hydrazinecarboxylic acid, ethyl ester). Procedure details: A mixture of 110 g of 2-(1-thioxoethyl)thioglycolic acid, ethyl ester, 65.2 g of ethyl hydrazinocarboxylate and 500 ml of dichloromethane was heated at reflux for 3 hours, then concentrated in vacuo. The oily residue was concentrated further under high vacuum, giving a yellow oil. This oil was dissolved in 500 ml of dichloromethane and passed through a bed of hydrous magnesium silicate, washing with additional dichloromethane. The resulting light yellow oil was crystallized from diisopropyl ethe... Solvent: ClCCl (dichloromethane), ClCCl (dichloromethane). Starting materials: S=C(C)C(C(=O)OCC)S (2-(1-thioxoethyl)thioglycolic acid, ethyl ester), N(N)C(=O)OCC (ethyl hydrazinocarboxylate), [Si]([O-])([O-])([O-])[O-].[Mg+2].[Mg+2] (magnesium silicate), C(C)(C)OC(C)C (diisopropyl ether). The reactants are COC=1C=C(CN2C(C(CC2)CC2=CC=C(C=C2)C(F)(F)F)=O)C=C(C1OC)OC (1-(3,4,5-trimethoxybenzyl)-3-(4-(trifluoromethyl)phenylmethyl)-2-oxopyrrolidine), O (water), C(C)(CC)[Li] (sec-butyllithium), ICCO[Si](C)(C)C(C)(C)C (1-iodo-2-(t-butyldimethylsilyloxy)ethane). Conditions: temperature -78 celsius, time 30 minute. Reported procedure: Combine 1-(3,4,5-trimethoxybenzyl)-3-(4-(trifluoromethyl)phenylmethyl)-2-oxopyrrolidine (1.55 g, 3.66 mmol) and tetrahydrofuran (10 mL). Cool to −78° C. using a dry-ice/acetone bath. Add a solution of sec-butyllithium (3.1 mL, 1.3 M in hexane, 4.0 mmol). After 30 minutes, add a solution of 1-iodo-2-(t-butyldimethylsilyloxy)ethane (1.15 g, 4.0 mmol) in tetrahydrofuran (1 mL). After 2 hours, warm to ambient temperature. After 12 hours, add water (5 mL). Separate the layers and extract the aqueous ... Run in C(C)(=O)OCC.CCCCCC (ethyl acetate hexane), O1CCCC1 (tetrahydrofuran), O1CCCC1 (tetrahydrofuran). The product is COC=1C=C(CN2C(C(CC2)(CCO[Si](C)(C)C(C)(C)C)CC2=CC=C(C=C2)C(F)(F)F)=O)C=C(C1OC)OC (1-(3,4,5-trimethoxybenzyl)-3-(4-(trifluoromethyl)phenylmethyl)-3-(2-(t-butyldimethylsilyloxy)ethyl)-2-oxopyrrolidine). RXN SMILES: [CH3:1][O:2][C:3]1[CH:4]=[C:5]([CH:24]=[C:25]([O:29][CH3:30])[C:26]=1[O:27][CH3:28])[CH2:6][N:7]1[CH2:11][CH2:10][CH:9]([CH2:12][C:13]2[CH:18]=[CH:17][C:16]([C:19]([F:22])([F:21])[F:20])=[CH:15][CH:14]=2)[C:8]1=[O:23].C([Li])(CC)C.I[CH2:37][CH2:38][O:39][Si:40]([C:43]([CH3:46])([CH3:45])[CH3:44])([CH3:42])[CH3:41].O>O1CCCC1.C(OCC)(=O)C.CCCCCC>[CH3:1][O:2][C:3]1[CH:4]=[C:5]([CH:24]=[C:25]([O:29][CH3:30])[C:26]=1[O:27][CH3:28])[CH2:6][N:7]1[CH2:11][CH2:10][C:9]([CH2:12][C:13]2[CH:14]=[CH:15][C:16]([C:19]([F:22])([F:20])[F:21])=[CH:17][CH:18]=2)([CH2:37][CH2:38][O:39][Si:40]([C:43]([CH3:46])([CH3:45])[CH3:44])([CH3:42])[CH3:41])[C:8]1=[O:23] |f:5.6|. Reactants: CC(C)(C)O, C1CCOC1, [O-][Cl+][O-], [Na+], [Na+], O=Cc1ccc(Oc2ccccc2)s1, [OH-], O. Product: O=C(O)c1ccc(Oc2ccccc2)s1. Reaction SMILES: [C:26]([OH:27])([CH3:28])([CH3:29])[CH3:30].[CH2:21]1[O:22][CH2:23][CH2:24][CH2:25]1.[Cl+:15]([O-:16])[O-:17].[Na+:18].[Na+:20].[O:1]([c:2]1[cH:3][cH:4][cH:5][cH:6][cH:7]1)[c:8]1[cH:9][cH:10][c:11]([CH:13]=[O:14])[s:12]1.[OH-:19].[OH2:31]>>[O:1]([c:2]1[cH:3][cH:4][cH:5][cH:6][cH:7]1)[c:8]1[cH:9][cH:10][c:11]([C:13](=[O:14])[OH:16])[s:12]1.